From a dataset of the Open Reaction Database (ORD), a public repository of structured organic reaction records. describe an organic reaction: reactants, conditions, products, and yield Starting materials: BrC1=CN=C2N1C=CN=C2NC ((3-bromo-imidazo[1,2-a]pyrazin-8-yl)-methyl-amine), S1C(=CC=C1)B(O)O (2-thiopheneboronic acid), C(=O)([O-])[O-].[K+].[K+] (K2CO3), solution, PdCl2(Dppf)CH2Cl2. Solvent: O1CCCC1 (tetrahydrofuran), O (water). Reaction conditions: temperature 70 celsius. Product: S1C(=CC=C1)NC=1C=2N(C=CN1)C=CN2 (Thiophen-2-yl-imidazo[1,2-a]pyrazin-8-ylamine). The yield is 100.0%. RXN SMILES: Br[C:2]1[N:6]2[CH:7]=[CH:8][N:9]=[C:10]([NH:11][CH3:12])[C:5]2=[N:4][CH:3]=1.[S:13]1C=[CH:16][CH:15]=[C:14]1B(O)O.C([O-])([O-])=O.[K+].[K+]>O1CCCC1.O>[S:13]1[CH:14]=[CH:15][CH:16]=[C:12]1[NH:11][C:10]1[C:5]2[N:6]([CH:2]=[CH:3][N:4]=2)[CH:7]=[CH:8][N:9]=1 |f:2.3.4|. Procedure: To a solution of (3-bromo-imidazo[1,2-a]pyrazin-8-yl)-methyl-amine (50 mg, 0.2 mmol) in tetrahydrofuran (2 ml) under nitrogen was added 2-thiopheneboronic acid (41 mg, 0.3 mmol), K2CO3 (1.1 ml of a 1 M solution in water) and 16 mg (0.1 mmol) of PdCl2(Dppf)CH2Cl2 (16 mg, 0.1 eq). The mixture was heated at 70° C. in a sealed tube overnight. The product was precipitated by adding methanol. The filtrate was evaporated and purified by preparative thin layer chromatography on silica gel to give additi...